This data is from the Open Reaction Database (ORD), a public repository of structured organic reaction records. The task is: describe an organic reaction: reactants, conditions, products, and yield Reactants: N#CC1(c2ccc(OCCCBr)cc2)CCCCC1, C1CCNCC1, CCCCO, [I-], [K+], [Na+], [Na+], O=C([O-])[O-], O. The product is N#CC1(c2ccc(OCCCN3CCCCC3)cc2)CCCCC1. As a reaction SMILES: [Br:1][CH2:2][CH2:3][CH2:4][O:5][c:6]1[cH:7][cH:8][c:9]([C:12]2([C:18]#[N:19])[CH2:13][CH2:14][CH2:15][CH2:16][CH2:17]2)[cH:10][cH:11]1.[CH2:20]1[CH2:21][CH2:22][NH:23][CH2:24][CH2:25]1.[CH2:35]([OH:36])[CH2:37][CH2:38][CH3:39].[I-:33].[K+:32].[Na+:26].[Na+:27].[O-:28][C:29](=[O:30])[O-:31].[OH2:34]>>[CH2:2]([CH2:3][CH2:4][O:5][c:6]1[cH:7][cH:8][c:9]([C:12]2([C:18]#[N:19])[CH2:13][CH2:14][CH2:15][CH2:16][CH2:17]2)[cH:10][cH:11]1)[N:23]1[CH2:22][CH2:21][CH2:20][CH2:25][CH2:24]1. The reactants are C(C1=CC=CC=C1)(=O)NC1=C2N=CN(C2=NC=N1)[C@H]1[C@H](O)[C@@H]([C@H](O1)C(=O)O)NC([C@H](O)C1=CC=CC=C1)=O (1-(6-Benzoylamino-9H-purin-9-yl)-3-D-mandelylamino-1,3-dideoxy-β-D-ribofuranuronic acid), C(CCC)N (n-butylamine). Product: NC1=C2N=CN(C2=NC=N1)[C@H]1[C@H](O)[C@@H]([C@H](O1)C(=O)O)NC([C@H](O)C1=CC=CC=C1)=O (1-(6-Amino-9H-purin-9-yl)-3-D-mandelylamino-1,3-dideoxy-β-D-ribofuranuronic acid). Procedure: 1-(6-Amino-9H-purin-9-yl)-3-D-mandelylamino-1,3-dideoxy-β-D-ribofuranuronic acid (35 mg) was prepared by reacting 1-(6-benzoylamino-9H-purin-9-yl)-3-D-mandelylamino-1,3-dideoxy-β-D-ribofuranuronic acid (370 mg) prepared in Example 22 with n-butylamine (3ml) according to a similar manner to that of Example 23. Reaction SMILES: C([NH:9][C:10]1[N:18]=[CH:17][N:16]=[C:15]2[C:11]=1[N:12]=[CH:13][N:14]2[C@@H:19]1[O:24][C@H:23]([C:25]([OH:27])=[O:26])[C@@H:22]([NH:28][C:29](=[O:38])[C@@H:30]([C:32]2[CH:37]=[CH:36][CH:35]=[CH:34][CH:33]=2)[OH:31])[C@H:20]1[OH:21])(=O)C1C=CC=CC=1.C(N)CCC>>[NH2:9][C:10]1[N:18]=[CH:17][N:16]=[C:15]2[C:11]=1[N:12]=[CH:13][N:14]2[C@@H:19]1[O:24][C@H:23]([C:25]([OH:27])=[O:26])[C@@H:22]([NH:28][C:29](=[O:38])[C@@H:30]([C:32]2[CH:37]=[CH:36][CH:35]=[CH:34][CH:33]=2)[OH:31])[C@H:20]1[OH:21]. Yield: 11.8%. The reactants are CCCCCc1nc2cc(CCC(C)(CO)NC(=O)OC(C)(C)C)ccc2o1, CCN(CC)P1OCc2ccccc2CO1, C1CCOC1, CCOC(C)=O, [Na+], [Na+], O=S([O-])([O-])=S, OO, c1nnn[nH]1. Product: CCCCCc1nc2cc(CCC(C)(COP3(=O)OCc4ccccc4CO3)NC(=O)OC(C)(C)C)ccc2o1. Reaction SMILES: [C:1]([CH3:2])([CH3:3])([CH3:4])[O:5][C:6]([NH:7][C:8]([CH2:9][CH2:10][c:11]1[cH:12][cH:13][c:14]2[c:15]([n:16][c:17]([CH2:19][CH2:20][CH2:21][CH2:22][CH3:23])[o:18]2)[cH:24]1)([CH3:25])[CH2:26][OH:27])=[O:28].[CH2:34]([N:35]([CH2:36][CH3:48])[P:37]1[O:38][CH2:39][c:40]2[c:41]([cH:44][cH:45][cH:46][cH:47]2)[CH2:42][O:43]1)[CH3:49].[CH2:59]1[O:60][CH2:61][CH2:62][CH2:63]1.[CH3:64][CH2:65][O:66][C:67]([CH3:68])=[O:69].[Na+:52].[Na+:53].[O-:54][S:55]([O-:56])(=[S:57])=[O:58].[OH:50][OH:51].[nH:29]1[cH:30][n:31][n:32][n:33]1>>[C:1]([CH3:2])([CH3:3])([CH3:4])[O:5][C:6]([NH:7][C:8]([CH2:9][CH2:10][c:11]1[cH:12][cH:13][c:14]2[c:15]([n:16][c:17]([CH2:19][CH2:20][CH2:21][CH2:22][CH3:23])[o:18]2)[cH:24]1)([CH3:25])[CH2:26][O:27][P:37]1(=[O:54])[O:38][CH2:39][c:40]2[c:41]([cH:44][cH:45][cH:46][cH:47]2)[CH2:42][O:43]1)=[O:28]. The reactants are Cc1ccc(-c2ccc(C(=O)CCC(=O)O)cc2)cc1, CCO, Cl, NO, [Na+], [Na+], O=C([O-])[O-]. The product is Cc1ccc(-c2ccc(C(CCC(=O)O)=NO)cc2)cc1. As a reaction SMILES: [CH3:1][c:2]1[cH:3][cH:4][c:5](-[c:8]2[cH:9][cH:10][c:11]([C:14]([CH2:15][CH2:16][C:17](=[O:18])[OH:19])=[O:20])[cH:12][cH:13]2)[cH:6][cH:7]1.[CH3:30][CH2:31][OH:32].[ClH:21].[NH2:22][OH:23].[Na+:24].[Na+:25].[O-:26][C:27](=[O:28])[O-:29]>>[CH3:1][c:2]1[cH:3][cH:4][c:5](-[c:8]2[cH:9][cH:10][c:11]([C:14]([CH2:15][CH2:16][C:17](=[O:18])[OH:19])=[N:22][OH:23])[cH:12][cH:13]2)[cH:6][cH:7]1. Starting materials: C1(CCCC1)OC=1C=CC2=C(CCC=3C=C4N(C23)CCN=C4C)C1 (3-Cyclopentyloxy-5,6,10,11-tetrahydro-8-methylbenzo[g]pyrazino[1,2-a]indole), saturated solution, C(\C=C\C(=O)O)(=O)O (fumaric acid), [BH4-].[Na+] (sodium borohydride). Solvent: CO (methanol), O (water), C(C)O (ethanol), C(C)O (ethanol). Product: C(\C=C\C(=O)O)(=O)O.C1(CCCC1)OC=1C=CC2=C(CCC=3C=C4N(C23)CCNC4C)C1 (3-cyclopentyloxy-5,6,8,9,10,11-hexahydro-8-methyl-benzo[g]pyrazino[1,2-a]indole fumarate). The yield is 31.0%. Reaction SMILES: [CH:1]1([O:6][C:7]2[CH:8]=[CH:9][C:10]3[C:18]4[N:17]5[CH2:19][CH2:20][N:21]=[C:22]([CH3:23])[C:16]5=[CH:15][C:14]=4[CH2:13][CH2:12][C:11]=3[CH:24]=2)[CH2:5][CH2:4][CH2:3][CH2:2]1.[BH4-].[Na+].[C:27]([OH:34])(=[O:33])/[CH:28]=[CH:29]/[C:30]([OH:32])=[O:31]>CO.O.C(O)C>[C:27]([OH:34])(=[O:33])/[CH:28]=[CH:29]/[C:30]([OH:32])=[O:31].[CH:1]1([O:6][C:7]2[CH:8]=[CH:9][C:10]3[C:18]4[N:17]5[CH2:19][CH2:20][NH:21][CH:22]([CH3:23])[C:16]5=[CH:15][C:14]=4[CH2:13][CH2:12][C:11]=3[CH:24]=2)[CH2:2][CH2:3][CH2:4][CH2:5]1 |f:1.2,7.8|. Procedure details: 3-Cyclopentyloxy-5,6,10,11-tetrahydro-8-methylbenzo[g]pyrazino[1,2-a]indole (0.8 g) was dissolved in a mixture of 50 ml of methanol and 5 ml of water under argon. The solution was treated portionwise with 0.3 g of sodium borohydride while stirring and stirred at room temperature overnight. Thereafter, the methanol was removed in a vacuum, the residue was taken up in 30 ml of methylene chloride and washed with 50 ml of 10% ammonia solution. The phases were separated and the aqueous phase was extr...